From a dataset of the Open Reaction Database (ORD), a public repository of structured organic reaction records. describe an organic reaction: reactants, conditions, products, and yield Starting materials: CCO, Cl, CCOC(=O)c1nc2c(F)cccc2n(-c2ccc(OC)cc2)c1=O, [Na+], [OH-]. Yields the product COc1ccc(-n2c(=O)c(C(=O)O)nc3c(F)cccc32)cc1. RXN SMILES: [CH3:29][CH2:30][OH:31].[ClH:28].[F:1][c:2]1[c:3]2[n:4][c:5]([C:21](=[O:22])[O:23][CH2:24][CH3:25])[c:6](=[O:20])[n:7](-[c:12]3[cH:13][cH:14][c:15]([O:18][CH3:19])[cH:16][cH:17]3)[c:8]2[cH:9][cH:10][cH:11]1.[Na+:27].[OH-:26]>>[F:1][c:2]1[c:3]2[n:4][c:5]([C:21](=[O:22])[OH:23])[c:6](=[O:20])[n:7](-[c:12]3[cH:13][cH:14][c:15]([O:18][CH3:19])[cH:16][cH:17]3)[c:8]2[cH:9][cH:10][cH:11]1. The reactants are N#CCCC[Zn]Br, [Cl-], O=C(CC1CCCCC1)Nc1c(Cl)ccc2nc(Cl)ccc12, [NH4+], c1ccc(P(c2ccccc2)(c2ccccc2)[Pd](P(c2ccccc2)(c2ccccc2)c2ccccc2)(P(c2ccccc2)(c2ccccc2)c2ccccc2)P(c2ccccc2)(c2ccccc2)c2ccccc2)cc1. Product: N#CCCCc1ccc2c(NC(=O)CC3CCCCC3)c(Cl)ccc2n1. RXN SMILES: [Br:1][Zn:2][CH2:3][CH2:4][CH2:5][C:6]#[N:7].[Cl-:107].[Cl:8][c:9]1[n:10][c:11]2[cH:12][cH:13][c:14]([Cl:29])[c:15]([NH:19][C:20]([CH2:21][CH:22]3[CH2:23][CH2:24][CH2:25][CH2:26][CH2:27]3)=[O:28])[c:16]2[cH:17][cH:18]1.[NH4+:108].[cH:30]1[cH:31][cH:32][c:33]([P:34]([Pd:35]([P:36]([c:37]2[cH:38][cH:39][cH:40][cH:41][cH:42]2)([c:43]2[cH:44][cH:45][cH:46][cH:47][cH:48]2)[c:49]2[cH:50][cH:51][cH:52][cH:53][cH:54]2)([P:55]([c:56]2[cH:57][cH:58][cH:59][cH:60][cH:61]2)([c:62]2[cH:63][cH:64][cH:65][cH:66][cH:67]2)[c:68]2[cH:69][cH:70][cH:71][cH:72][cH:73]2)[P:74]([c:75]2[cH:76][cH:77][cH:78][cH:79][cH:80]2)([c:81]2[cH:82][cH:83][cH:84][cH:85][cH:86]2)[c:87]2[cH:88][cH:89][cH:90][cH:91][cH:92]2)([c:93]2[cH:94][cH:95][cH:96][cH:97][cH:98]2)[c:99]2[cH:100][cH:101][cH:102][cH:103][cH:104]2)[cH:105][cH:106]1>>[CH2:3]([CH2:4][CH2:5][C:6]#[N:7])[c:9]1[n:10][c:11]2[cH:12][cH:13][c:14]([Cl:29])[c:15]([NH:19][C:20]([CH2:21][CH:22]3[CH2:23][CH2:24][CH2:25][CH2:26][CH2:27]3)=[O:28])[c:16]2[cH:17][cH:18]1. The reactants are [N+](=O)(O)[O-] (HNO3), C12C(C3CC(CC(C1)C3)C2)=O (tricyclo[3.3.1.13,7 ]decan-2-one), [OH-].[Na+] (NaOH). Solvent: OS(=O)(=O)O (H2SO4). Run at temperature 0 celsius, time 5 hour. The product is OC12CC3C(C(CC(C1)C3)C2)=O (5-hydroxytricyclo[3.3.1.13,7 ]decan-2-one). As a reaction SMILES: [N+]([O-])(O)=O.[CH:5]12[CH2:14][CH:9]3[CH2:10][CH:11]([CH2:13][CH:7]([CH2:8]3)[C:6]1=[O:15])[CH2:12]2.[OH-:16].[Na+]>OS(O)(=O)=O>[OH:16][C:11]12[CH2:13][CH:7]3[CH2:8][CH:9]([CH2:14][CH:5]([C:6]3=[O:15])[CH2:12]1)[CH2:10]2 |f:2.3|. Procedure: To a mixture of H2SO4 (96%; 150 ml) and HNO3 (70%; 15 ml), cooled to 0° C. is added tricyclo[3.3.1.13,7 ]decan-2-one (10 g; 0.067 mole) and the mixture stirred at room temperature for 5 hrs. The reaction mixture is then poured over ice, basified to pH 8 using 50% NaOH, extracted into ether, dried over MgSO4 and evaporated to dryness. The resultant product is recrystallized from carbon tetrachloride to obtain 5-hydroxytricyclo[3.3.1.13,7 ]decan-2-one [(m. p. 314° C. (dec.)] which is used directly... Reactants: [OH-].[K+] (potassium hydroxide), C(=S)=S (carbon disulphide), C(C)(=O)NCCS (2-acetylaminoethyl mercaptan). The solvent is C(C)O (ethanol), C(C)O (ethanol), C(C)O (ethanol). Run at time 0.5 hour. Yields the product C(C)(=O)NCCSC([S-])=S.[K+] (potassium (2-acetylaminoethyl)-trithiocarbonate). Reaction SMILES: [C:1]([NH:4][CH2:5][CH2:6][SH:7])(=[O:3])[CH3:2].[OH-].[K+:9].[C:10](=[S:12])=[S:11]>C(O)C>[C:1]([NH:4][CH2:5][CH2:6][S:7][C:10](=[S:11])[S-:12])(=[O:3])[CH3:2].[K+:9] |f:1.2,5.6|. Reported procedure: A solution of 1.708 g (14.35 mmole) of 2-acetylaminoethyl mercaptan in 2 ml of absolute ethanol is added dropwise over the course of 0.5 hours, while stirring and cooling to 10°-15°, to a solution of 0.80 g (14.35 mmole) of potassium hydroxide in 5 ml of absolute ethanol. After a further half hour, a solution of 1.09 g (14.35 mmole) of carbon disulphide in 3 ml of absolute ethanol is added, the temperature being maintained at 10°-15°. The reaction mixture is further stirred for 3 hours at room t... Starting materials: CC1=C(CO)C(=CC(=C1)C)C (2,4,6-trimethylbenzyl alcohol), C1(CCC(=O)O1)=O (succinic acid anhydride), C([O-])([O-])=O.[Cs+].[Cs+] (cesium carbonate). The solvent is O1CCOCC1 (dioxane). Yields the product CC1=C(COC(CCC(=O)O)=O)C(=CC(=C1)C)C (succinic acid mono-(2,4,6-trimethylbenzyl) ester). Isolated yield 46.6%. Reaction SMILES: [CH3:1][C:2]1[CH:9]=[C:8]([CH3:10])[CH:7]=[C:6]([CH3:11])[C:3]=1[CH2:4][OH:5].[C:12]1(=[O:18])[O:17][C:15](=[O:16])[CH2:14][CH2:13]1.C(=O)([O-])[O-].[Cs+].[Cs+]>O1CCOCC1>[CH3:1][C:2]1[CH:9]=[C:8]([CH3:10])[CH:7]=[C:6]([CH3:11])[C:3]=1[CH2:4][O:5][C:12](=[O:18])[CH2:13][CH2:14][C:15]([OH:17])=[O:16] |f:2.3.4|. Reported procedure: A mixture of 1.50 g (0.01 mol) of 2,4,6-trimethylbenzyl alcohol, 1.00 g (0.01 mol) of succinic acid anhydride, 3.25 g (0.01 mol) of cesium carbonate, and 100 ml of dioxane was stirred at reflux temperature for 4 hours. The reaction mixture was cooled to room temperature and then filtered to remove the solid cesium carbonate. The solvent was removed under reduced pressure. The crude product was purified by column chromatography on silica gel (acetone-hexane) to provide 1.167 g of succinic acid mo... The reactants are COC(COC1=C2CCCC2=C(C=C1)S)=O ((7-Mercapto-indan-4-yloxy)-acetic acid methyl ester), ClCC1(CC(=C(C=C1)OCC1=CC=CC=C1)F)F (4-chloromethyl-(2,4-difluoro-benzyloxy-benzene)), OCC1=CC=C(C=C1)O (4-hydroxymethyl-phenol), BrCC1=C(C=C(C=C1)F)F (1-bromomethyl-2,4-difluoro-benzene), ClCC1(CC=C(C=C1)OCC1=CC=CC=C1)C(F)(F)F (4-Chloromethyl-(4-trifluoromethyl-benzyloxy-benzene)). Yields the product FC1=C(COC2=CC=C(CSC=3C=CC(=C4CCCC34)OCC(=O)O)C=C2)C=CC(=C1)F ({7-[4-(2,4-Difluoro-benzyloxy)-benzylsulfanyl]-indan-4-yloxy}-acetic acid). As a reaction SMILES: C[O:2][C:3](=[O:16])[CH2:4][O:5][C:6]1[CH:14]=[CH:13][C:12]([SH:15])=[C:11]2[C:7]=1[CH2:8][CH2:9][CH2:10]2.ClCC1(F)C=CC(OCC2C=CC=CC=2)=C(F)C1.O[CH2:36][C:37]1[CH:42]=[CH:41][C:40]([OH:43])=[CH:39][CH:38]=1.Br[CH2:45][C:46]1[CH:51]=[CH:50][C:49]([F:52])=[CH:48][C:47]=1[F:53].ClCC1(C(F)(F)F)C=CC(OCC2C=CC=CC=2)=CC1>>[F:53][C:47]1[CH:48]=[C:49]([F:52])[CH:50]=[CH:51][C:46]=1[CH2:45][O:43][C:40]1[CH:41]=[CH:42][C:37]([CH2:36][S:15][C:12]2[CH:13]=[CH:14][C:6]([O:5][CH2:4][C:3]([OH:2])=[O:16])=[C:7]3[C:11]=2[CH2:10][CH2:9][CH2:8]3)=[CH:38][CH:39]=1. Reported procedure: The title compound was prepared in the manner analogous to Example 1F using 12C and 4-chloromethyl-(2,4-difluoro-benzyloxy-benzene) prepared from 4-hydroxymethyl-phenol and 1-bromomethyl-2,4-difluoro-benzene in the manner analagous to Examples 14A and 14B. MS m/z 471 (M+1). The reactants are C(C)C1(C(OCC2=C1C=C1C=3N=C4C(=C(C3CN1C2=O)CC[Si](C)(C)CCCO)C=CC=C4)=O)OC(OCC4=CC=CC=C4)=O (Carbonic acid benzyl ester 4-ethyl-11-{2-[(3-hydroxy-propyl)-dimethyl-silanyl]-ethyl}-3,13-dioxo-3,4,12,13-tetrahydro-1H-2-oxa-6,12a-diaza-dibenzo[b,h]fluoren-4-yl ester), O1N=CC=C1C(=O)Cl (isoxazole-5-carbonyl chloride). Reagents/catalysts: CN(C1=CC=NC=C1)C (4-dimethylaminopyridine). Run in ClCCl (dichloromethane). Reaction conditions: temperature 21 celsius, time 5 hour. The product is C(C1=CC=CC=C1)OC(=O)OC1(C(OCC2=C1C=C1C=3N=C4C(=C(C3CN1C2=O)CC[Si](CCCOC(=O)C2=CC=NO2)(C)C)C=CC=C4)=O)CC (Isoxazole-5-carboxylic acid 3-{[2-(4-benzyloxycarbonyloxy-4-ethyl-3,13-dioxo-3,4,12,13-tetrahydro-1H-2-oxa-6,12a-diaza-dibenzo[b,h]fluoren-11-yl)-ethyl]-dimethyl-silanyl}-propyl ester). RXN SMILES: [CH2:1]([C:3]1([O:35][C:36](=[O:45])[O:37][CH2:38][C:39]2[CH:44]=[CH:43][CH:42]=[CH:41][CH:40]=2)[C:8]2[CH:9]=[C:10]3[N:18]([C:19](=[O:20])[C:7]=2[CH2:6][O:5][C:4]1=[O:34])[CH2:17][C:16]1[C:15]([CH2:21][CH2:22][Si:23]([CH2:26][CH2:27][CH2:28][OH:29])([CH3:25])[CH3:24])=[C:14]2[CH:30]=[CH:31][CH:32]=[CH:33][C:13]2=[N:12][C:11]3=1)[CH3:2].[O:46]1[C:50]([C:51](Cl)=[O:52])=[CH:49][CH:48]=[N:47]1>CN(C)C1C=CN=CC=1.ClCCl>[CH2:38]([O:37][C:36]([O:35][C:3]1([CH2:1][CH3:2])[C:8]2[CH:9]=[C:10]3[N:18]([C:19](=[O:20])[C:7]=2[CH2:6][O:5][C:4]1=[O:34])[CH2:17][C:16]1[C:15]([CH2:21][CH2:22][Si:23]([CH3:25])([CH3:24])[CH2:26][CH2:27][CH2:28][O:29][C:51]([C:50]2[O:46][N:47]=[CH:48][CH:49]=2)=[O:52])=[C:14]2[CH:30]=[CH:31][CH:32]=[CH:33][C:13]2=[N:12][C:11]3=1)=[O:45])[C:39]1[CH:40]=[CH:41][CH:42]=[CH:43][CH:44]=1. Reported procedure: A mixture of Compound 53 (70 mg, 0.11 mmol), 4-dimethylaminopyridine (30 mg, 0.25 mg), and isoxazole-5-carbonyl chloride (35 μL, 0.22 mmol) in 3.0 mL of dichloromethane was stirred at 21° C. for 5 hours. The reaction was quenched with saturated sodium bicarbonate solution, and aqueous layer was extracted with dichloromethane. The combined organic layers were dried over sodium sulfate and concentrated to afford a crude product, which was chromatographed to give the desired product. Reactants: COC(=O)c1ccc(N)c(Cl)c1, Cl, O=N[O-], [Na+], [Na+], [OH-], O, Cl[Sn]Cl. Yields the product COC(=O)c1ccc(NN)c(Cl)c1. RXN SMILES: [CH3:1][O:2][C:3]([c:4]1[cH:5][c:6]([Cl:11])[c:7]([NH2:10])[cH:8][cH:9]1)=[O:12].[ClH:22].[N:13]([O-:14])=[O:15].[Na+:16].[Na+:21].[OH-:20].[OH2:23].[Sn:17]([Cl:18])[Cl:19]>>[CH3:1][O:2][C:3]([c:4]1[cH:5][c:6]([Cl:11])[c:7]([NH:10][NH2:13])[cH:8][cH:9]1)=[O:12]. Starting materials: C=CC#N, CCO, c1ccc(C2CCNCC2)cc1. Yields the product N#CCCN1CCC(c2ccccc2)CC1. As a reaction SMILES: [CH2:1]=[CH:2][C:3]#[N:4].[CH3:17][CH2:18][OH:19].[c:5]1([CH:11]2[CH2:12][CH2:13][NH:14][CH2:15][CH2:16]2)[cH:6][cH:7][cH:8][cH:9][cH:10]1>>[CH2:1]([CH2:2][C:3]#[N:4])[N:14]1[CH2:13][CH2:12][CH:11]([c:5]2[cH:6][cH:7][cH:8][cH:9][cH:10]2)[CH2:16][CH2:15]1.